This data is from the Open Reaction Database (ORD), a public repository of structured organic reaction records. The task is: describe an organic reaction: reactants, conditions, products, and yield Yields the product CC(C)(N)Cc1ccc([N+](=O)[O-])cc1. RXN SMILES: [CH3:2][C:3]([CH2:4][c:5]1[cH:6][cH:7][cH:8][cH:9][cH:10]1)([CH3:11])[NH2:12].[ClH:1].[OH:13][N+:14]([O-:15])=[O:16].[S:17](=[O:18])(=[O:19])([OH:20])[OH:21]>>[CH3:2][C:3]([CH2:4][c:5]1[cH:6][cH:7][c:8]([N+:14](=[O:13])[O-:15])[cH:9][cH:10]1)([CH3:11])[NH2:12]. Reactants: CC(C)(N)Cc1ccccc1, Cl, O=[N+]([O-])O, O=S(=O)(O)O.